This data is from the Open Reaction Database (ORD), a public repository of structured organic reaction records. The task is: describe an organic reaction: reactants, conditions, products, and yield Starting materials: C(C)(C)(C)OC(=O)NS(=O)(=O)N(CCN1C(CCC1)CO[C@@H]1COC2=C(C=3N(C1)C=1C=C(C=CC1C3C3CCCCC3)C(=O)O)C=CC=C2)C ((7S)-7-[(1-{2-[{[(tert-butoxycarbonyl)amino]sulfonyl}(methyl)amino]ethyl}-pyrrolidin-2-yl)methoxy]-14-cyclohexyl-7,8-dihydro-6H-indolo[1,2-e][1,5]benzoxazocine-11-carboxylic acid), C(=O)(C(F)(F)F)O (TFA). Run in C(Cl)Cl (DCM). Reaction conditions: time 3.5 hour. Yields the product NS(=O)(=O)N(CCN1C(CCC1)CO[C@@H]1COC2=C(C=3N(C1)C=1C=C(C=CC1C3C3CCCCC3)C(=O)O)C=CC=C2)C ((7S)-7-[(1-{2-[(aminosulfonyl)(methyl)amino]ethyl}pyrrolidin-2-yl)methoxy]-14-cyclohexyl-7,8-dihydro-6H-indolo[1,2-e][1,5]benzoxazocine-11-carboxylic acid). RXN SMILES: C(OC([NH:8][S:9]([N:12]([CH3:50])[CH2:13][CH2:14][N:15]1[CH2:19][CH2:18][CH2:17][CH:16]1[CH2:20][O:21][C@H:22]1[CH2:29][N:28]2[C:30]3[CH:31]=[C:32]([C:43]([OH:45])=[O:44])[CH:33]=[CH:34][C:35]=3[C:36]([CH:37]3[CH2:42][CH2:41][CH2:40][CH2:39][CH2:38]3)=[C:27]2[C:26]2[CH:46]=[CH:47][CH:48]=[CH:49][C:25]=2[O:24][CH2:23]1)(=[O:11])=[O:10])=O)(C)(C)C.C(O)(C(F)(F)F)=O>C(Cl)Cl>[NH2:8][S:9]([N:12]([CH3:50])[CH2:13][CH2:14][N:15]1[CH2:19][CH2:18][CH2:17][CH:16]1[CH2:20][O:21][C@H:22]1[CH2:29][N:28]2[C:30]3[CH:31]=[C:32]([C:43]([OH:45])=[O:44])[CH:33]=[CH:34][C:35]=3[C:36]([CH:37]3[CH2:42][CH2:41][CH2:40][CH2:39][CH2:38]3)=[C:27]2[C:26]2[CH:46]=[CH:47][CH:48]=[CH:49][C:25]=2[O:24][CH2:23]1)(=[O:11])=[O:10]. Reported procedure: A solution of (7S)-7-[(1-{2-[{[(tert-butoxycarbonyl)amino]sulfonyl}(methyl)amino]ethyl}-pyrrolidin-2-yl)methoxy]-14-cyclohexyl-7,8-dihydro-6H-indolo[1,2-e][1,5]benzoxazocine-11-carboxylic acid (7 mM) in DCM was treated with an excess of TFA (>100 eq). The mixture was stirred at RT for 3.5 h. Volatiles were removed in vacuo. The residue was dissolved in toluene and re-evaporated to drive off excess TFA. The material was taken on without further purification. (ES+) m/z 611 (M+H)+. Reactants: CON1C(=CC2=CC=CC=C12)C(=O)OC (methyl 1-methoxy-2-indolecarboxylate), Cl.NC(=N)N (guanidine hydrochloride), C[O-].[Na+] (sodium methoxide). The solvent is CO (methanol). Yields the product Cl.CONC(=NC(=O)C=1NC2=CC=CC=C2C1)N (1-methoxy-2-indoloylguanidine hydrochloride). The yield is 24.9%. As a reaction SMILES: CO[N:3]1[C:11]2[C:6](=[CH:7][CH:8]=[CH:9][CH:10]=2)[CH:5]=[C:4]1[C:12]([O:14]C)=O.[ClH:16].[NH2:17][C:18]([NH2:20])=[NH:19].[CH3:21][O-:22].[Na+]>CO>[ClH:16].[CH3:21][O:22][NH:19][C:18]([NH2:20])=[N:17][C:12]([C:4]1[NH:3][C:11]2[C:6]([CH:5]=1)=[CH:7][CH:8]=[CH:9][CH:10]=2)=[O:14] |f:1.2,3.4,6.7|. Procedure: The reaction was carried out in a manner similar to Example 1 except for using 0.46 g (2.24 mmol) of methyl 1-methoxy-2-indolecarboxylate, 2.14 g (22.4 mmol) of guanidine hydrochloride and 15 ml of a methanol solution of 1.21 g (22.4 mmol) of sodium methoxide. Thus 0.15 g (24.9%) of 1-methoxy-2-indoloylguanidine hydrochloride was obtained. The reactants are BrC(C(=O)O)CCC (Bromovaleric acid), CNC (dimethylamine), C([O-])(O)=O.[Na+] (sodium bicarbonate). Reaction conditions: time 8 hour. Yields the product CN(CCCCC(=O)O)C (N,N-dimethyl-5-aminopentanoic acid). Reaction SMILES: Br[CH:2]([CH2:6][CH2:7][CH3:8])[C:3]([OH:5])=[O:4].C(=O)(O)[O-].[Na+].[CH3:14][NH:15][CH3:16]>>[CH3:14][N:15]([CH3:16])[CH2:8][CH2:7][CH2:6][CH2:2][C:3]([OH:5])=[O:4] |f:1.2|. Procedure details: Bromovaleric acid (2 g) was dissolved in aqueous solution of dimethylamine and stirred at room temperature overnight. The solvent was removed on a rotovap and the residue treated with an aqueous solution containing one equivalent of sodium bicarbonate. The solvent was removed, the residue suspended in ethanol and filtered. The solvent was removed from the filtrate and the residue suspended in methylene chloride and suspended again. After filtration, removal of the solvent from the filtrate yield... The reactants are NC=1C=C(C(=O)O)C=C(C1)N (3,5-diaminobenzoic acid), COCC(=O)Cl (methoxyacetyl chloride). Solvent: N1=CC=CC=C1 (pyridine). Run at time 2 hour. The product is COCC(=O)NC=1C=C(C(=O)O)C=C(C1)NC(COC)=O (3,5-bis(methoxyacetylamino)benzoic acid). RXN SMILES: [NH2:1][C:2]1[CH:3]=[C:4]([CH:8]=[C:9]([NH2:11])[CH:10]=1)[C:5]([OH:7])=[O:6].[CH3:12][O:13][CH2:14][C:15](Cl)=[O:16]>N1C=CC=CC=1>[CH3:12][O:13][CH2:14][C:15]([NH:1][C:2]1[CH:3]=[C:4]([CH:8]=[C:9]([NH:11][C:15](=[O:16])[CH2:14][O:13][CH3:12])[CH:10]=1)[C:5]([OH:7])=[O:6])=[O:16]. Reported procedure: To a solution of 3,5-diaminobenzoic acid (6.1 g) in pyridine (80 ml) is added dropwise methoxyacetyl chloride (8.0 ml) at room temperature, and the mixture is stirred for 2 hours as it stands. From the reaction mixture, pyridine is distilled off under reduced pressure. To the residue is added 1N hydrochloric acid, and the resulting solid substance is separated by filtration and washed with water. The resulting crude crystals are recrystallized from ethanol to give the title compound (8.0 g) havi... The reactants are BrCC(C(=O)OCC=C)=O (allyl bromopyruvate), 30.2, C1(=CC=CC=C1)CC(=S)N (phenylthioacetamide), C(C)O (ethanol). Solvent: N1=CC=CC=C1 (pyridine). RXN SMILES: Br[CH2:2][C:3](=O)[C:4]([O:6][CH2:7][CH:8]=C)=[O:5].[C:11]1([CH2:17][C:18]([NH2:20])=[S:19])[CH:16]=[CH:15][CH:14]=[CH:13][CH:12]=1.C(O)C>N1C=CC=CC=1>[CH2:17]([C:18]1[S:19][CH:2]=[C:3]([C:4]([O:6][CH2:7][CH3:8])=[O:5])[N:20]=1)[C:11]1[CH:16]=[CH:15][CH:14]=[CH:13][CH:12]=1. The product is C(C1=CC=CC=C1)C=1SC=C(N1)C(=O)OCC (ethyl 2-benzyl-thiazole-4-carboxylate). Procedure: 40 g of allyl bromopyruvate were progressively added to a mixture of 30.2 gof phenylthioacetamide, 120 ml of ethanol and 20 ml of pyridine and the mixture was refluxed for 16 hours. The mixture was evaporated to dryness under reduced pressure and the residue was added to a water-ether mixture.The mixture was stirred and the decanted aqueous phase was extracte with ether. The combined organic phases were evaporated to dryness and the residue was chromatographed over silica gel. Elution with a 7-3... Reactants: C(C1=CC=CC=C1)N1CC2=C(N=C(N=C2Cl)Cl)CC1 (6-benzyl-2,4-dichloro-5,6,7,8-tetrahydropyrido[4,3-d]pyrimidine), Cl.Cl.C[C@@H]1NC[C@H](NC1)C ((trans)-2,5-dimethylpiperazine dihydrochloride), CCN(C(C)C)C(C)C (DIEA), CC(C)O (iPrOH). Solvent: C(C)OCC (diethyl ether). Run at temperature 80 celsius. Yields the product N1=CN=CC2=C1CCNC2 (5,6,7,8-tetrahydropyrido[4,3-d]pyrimidine). Reaction SMILES: C([N:8]1[CH2:19][CH2:18][C:11]2[N:12]=[C:13](Cl)[N:14]=[C:15](Cl)[C:10]=2[CH2:9]1)C1C=CC=CC=1.Cl.Cl.C[C@H]1CN[C@H](C)CN1.CCN(C(C)C)C(C)C.CC(O)C>C(OCC)C>[N:12]1[C:11]2[CH2:18][CH2:19][NH:8][CH2:9][C:10]=2[CH:15]=[N:14][CH:13]=1 |f:1.2.3|. Reported procedure: A mixture of 6-benzyl-2,4-dichloro-5,6,7,8-tetrahydropyrido[4,3-d]pyrimidine (2.0 g, 6.80 mmol), (trans)-2,5-dimethylpiperazine dihydrochloride (7.63 g, 40.8 mmol), DIEA (15.4 mL, 88 mmol) and iPrOH (180 mL) was heated at 80° C. for 3.5 days. At that time the reaction was diluted with diethyl ether and the solid was removed by filtration. The filtrate was then washed with brine and the organic layer was dried (Na2SO4), filtered and concentrated to provide crude racemic 6-benzyl-2-chloro-4-(trans... Reactants: [OH-].[Na+] (sodium hydroxide), C(C1=CC=CC=C1)(=O)N1CCC(CC1)N1C(=O)C=CC2=CC=CC=C12 (1-(1-benzoyl-4-piperidinyl)carbostyril). Run in C(C)O (Ethanol). The product is N1CCC(CC1)N1C(=O)C=CC2=CC=CC=C12 (1-(4-piperidinyl)carbostyril). Isolated yield 84.4%. As a reaction SMILES: [OH-].[Na+].C([N:11]1[CH2:16][CH2:15][CH:14]([N:17]2[C:27]3[C:22](=[CH:23][CH:24]=[CH:25][CH:26]=3)[CH:21]=[CH:20][C:18]2=[O:19])[CH2:13][CH2:12]1)(=O)C1C=CC=CC=1>C(O)C>[NH:11]1[CH2:16][CH2:15][CH:14]([N:17]2[C:27]3[C:22](=[CH:23][CH:24]=[CH:25][CH:26]=3)[CH:21]=[CH:20][C:18]2=[O:19])[CH2:13][CH2:12]1 |f:0.1|. Reported procedure: Ethanol (10 ml) and 10% aqueous sodium hydroxide solution (12 ml) are added to 1-(1-benzoyl-4-piperidinyl)carbostyril (1.0 g) and the mixture is refluxed with heating for 7 hours. After concentration, water is added thereto and the mixture is extracted with dichloromethane. The dichloromethane layer is collected by filtration and water is added thereto. The mixture is acidified with diluted hydrochloric acid. The aqueous layer is basified with diluted aqueous sodium hydroxide solution, extracted...